Dataset: the Open Reaction Database (ORD), a public repository of structured organic reaction records. Task: describe an organic reaction: reactants, conditions, products, and yield The reactants are S(=O)(=O)(O[O-])[O-].[K+].[K+] (potassium peroxymonosulphate), [N+](=O)([O-])CSC1=CC=CC2=C1OC1=C2C=CC=C1 (4-(nitromethylthio)dibenzofuran). Solvent: O (water), COCCOC (1,2-dimethoxyethane), O (water). Run at time 18 hour. The product is [N+](=O)([O-])CS(=O)C1=CC=CC2=C1OC1=C2C=CC=C1 (4-(nitromethylsulphinyl)dibenzofuran). Isolated yield 98.4%. As a reaction SMILES: S([O-])(O[O-])(=O)=[O:2].[K+].[K+].[N+:9]([CH2:12][S:13][C:14]1[C:19]2[O:20][C:21]3[CH:26]=[CH:25][CH:24]=[CH:23][C:22]=3[C:18]=2[CH:17]=[CH:16][CH:15]=1)([O-:11])=[O:10]>O.COCCOC>[N+:9]([CH2:12][S:13]([C:14]1[C:19]2[O:20][C:21]3[CH:26]=[CH:25][CH:24]=[CH:23][C:22]=3[C:18]=2[CH:17]=[CH:16][CH:15]=1)=[O:2])([O-:11])=[O:10] |f:0.1.2|. Reported procedure: A solution of potassium peroxymonosulphate (`Oxone`, trade mark; 12.8 g, 20.8 mmol) in water (52 ml) was added in one portion to a stirred solution of the nitromethylthio derivative (C) (3.64 g, 14.1 mmol) in 1,2-dimethoxyethane (75 ml). The mixture was stirred vigorously for 18 hours. The reaction mixture was diluted with water (300 ml). The solid obtained was collected by filtration, air dried and recrystallised from toluene to give 4-(nitromethylsulphinyl)dibenzofuran as a white solid (3.82 g... Starting materials: C[O-].[Na+] (sodium methoxide), FC(C=1C=C(C=CC1)O)(F)F (3-trifluoromethylphenol), ClCC1=NC2=CC=CC=C2C=C1 (2-(chloromethyl)quinoline). Solvent: CO (methanol). The product is FC(C=1C=C(OCC2=NC3=CC=CC=C3C=C2)C=CC1)(F)F (2-[[3-(trifluoromethyl)phenoxy]methyl]quinoline). Isolated yield 15.0%. RXN SMILES: C[O-].[Na+].[F:4][C:5]([F:14])([F:13])[C:6]1[CH:7]=[C:8]([OH:12])[CH:9]=[CH:10][CH:11]=1.Cl[CH2:16][C:17]1[CH:26]=[CH:25][C:24]2[C:19](=[CH:20][CH:21]=[CH:22][CH:23]=2)[N:18]=1>CO>[F:4][C:5]([F:13])([F:14])[C:6]1[CH:7]=[C:8]([CH:9]=[CH:10][CH:11]=1)[O:12][CH2:16][C:17]1[CH:26]=[CH:25][C:24]2[C:19](=[CH:20][CH:21]=[CH:22][CH:23]=2)[N:18]=1 |f:0.1|. Procedure details: To a solution of sodium methoxide (1.67 g, 30.84 mmol) in 100 ml of methanol is added 3-trifluoromethylphenol (3.75 ml, 30.84 mmol). After thirty minutes the solvent is removed in vacuo and replaced by 150 ml dimethylformamide. After addtion of 2-(chloromethyl)quinoline (5.48 g, 30.85 mmol) the reaction mixture is stirred overnight. The solvent is then removed and the residue is partitioned between water and chloroform. The organic layer is dried over sodium sulfate and the solvent is removed. T... The reactants are C=CCC1C(=O)N(C(C)c2ccccc2)CC1(C=C)C(=O)OC(C)(C)C, c1ccccc1. Product: CC(c1ccccc1)N1CC2(C(=O)OC(C)(C)C)C=CCC2C1=O. RXN SMILES: [C:1]([CH3:2])([CH3:3])([CH3:4])[O:5][C:6](=[O:7])[C:8]1([CH:25]=[CH2:15])[CH2:9][N:10]([CH:17]([CH3:18])[c:19]2[cH:20][cH:21][cH:22][cH:23][cH:24]2)[C:11](=[O:16])[CH:12]1[CH2:13][CH:14]=[CH2:26].[cH:27]1[cH:28][cH:29][cH:30][cH:31][cH:32]1>>[C:1]([CH3:2])([CH3:3])([CH3:4])[O:5][C:6](=[O:7])[C:8]12[CH2:9][N:10]([CH:17]([CH3:18])[c:19]3[cH:20][cH:21][cH:22][cH:23][cH:24]3)[C:11](=[O:16])[CH:12]1[CH2:13][CH:14]=[CH:25]2. Reactants: O (Water), intermediate 136, C(C)OC(CSC1=C(C=CC=C1)C)OCC ((2,2-diethoxyethyl)(o-tolyl)sulfane), polyphosphoric acid. The solvent is ClC1=CC=CC=C1 (chlorobenzene). The product is CC1=CC=CC2=C1SC=C2 (7-Methylbenzo[b]thiophene). Isolated yield 93.8%. Reaction SMILES: C(O[CH:4](OCC)[CH2:5][S:6][C:7]1[CH:12]=[CH:11][CH:10]=[CH:9][C:8]=1[CH3:13])C.O>ClC1C=CC=CC=1>[CH3:13][C:8]1[C:7]2[S:6][CH:5]=[CH:4][C:12]=2[CH:11]=[CH:10][CH:9]=1. Procedure details: To a solution of intermediate 136, (2,2-diethoxyethyl)(o-tolyl)sulfane (0.58 g, 2.41 mmol) in chlorobenzene (20 mL) was added polyphosphoric acid. The reaction mixture was stirred at reflux for 18 h. Water (100 mL) was then added and the organic material was extracted with CH2Cl2 (2×50 mL). The organic solution was dried (MgSO4) and concentrated in vacuo to afford 335 mg (94% yield) of the title compound: 1H NMR (400 MHz, CDCl3) δ: 7.68 (1H, d, J=7.8 Hz), 7.43 (1H, d, J=5.4 Hz), 7.36 (1H, d, J=5...